Task: describe an organic reaction: reactants, conditions, products, and yield. Dataset: the Open Reaction Database (ORD), a public repository of structured organic reaction records Starting materials: CC(C)CCON=O, CC(=O)O, CN(C)S(=O)(=O)c1ccc(C(N)=O)c(C(F)(F)F)c1, O, O=S(=O)(O)O. Product: CN(C)S(=O)(=O)c1ccc(C(=O)O)c(C(F)(F)F)c1. RXN SMILES: [CH3:1][CH:2]([CH2:3][CH2:4][O:6][N:5]=[O:7])[CH3:8].[CH3:29][C:30](=[O:31])[OH:32].[CH3:9][N:10]([CH3:11])[S:12](=[O:13])(=[O:14])[c:15]1[cH:16][c:17]([C:24]([F:25])([F:26])[F:27])[c:18]([C:19](=[O:20])[NH2:21])[cH:22][cH:23]1.[OH2:28].[S:33](=[O:34])(=[O:35])([OH:36])[OH:37]>>[OH:6][C:19]([c:18]1[c:17]([C:24]([F:25])([F:26])[F:27])[cH:16][c:15]([S:12]([N:10]([CH3:9])[CH3:11])(=[O:13])=[O:14])[cH:23][cH:22]1)=[O:20]. The reactants are ClC1=CC(=NC2=CC=CC=C12)C1=CC=C(C=C1)OC (4-chloro-2-(4-methoxy-phenyl)-quinoline), O[C@H]1CNCC1 ((R)-3-hydroxypyrrolidine). Yields the product Cl.COC1=CC=C(C=C1)C1=NC2=CC=CC=C2C(=C1)N1C[C@@H](CC1)O ((R)-1-[2-(4-Methoxy-phenyl)-quinolin-4-yl]-pyrrolidin-3-ol hydrochloride). Procedure details: The title compound, m.p. 266-267° C., and MS: m/e=321.3 (M+H+), was prepared from 4-chloro-2-(4-methoxy-phenyl)-quinoline and (R)-3-hydroxypyrrolidine. RXN SMILES: [Cl:1][C:2]1[C:11]2[C:6](=[CH:7][CH:8]=[CH:9][CH:10]=2)[N:5]=[C:4]([C:12]2[CH:17]=[CH:16][C:15]([O:18][CH3:19])=[CH:14][CH:13]=2)[CH:3]=1.[OH:20][C@@H:21]1[CH2:25][CH2:24][NH:23][CH2:22]1>>[ClH:1].[CH3:19][O:18][C:15]1[CH:16]=[CH:17][C:12]([C:4]2[CH:3]=[C:2]([N:23]3[CH2:24][CH2:25][C@@H:21]([OH:20])[CH2:22]3)[C:11]3[C:6](=[CH:7][CH:8]=[CH:9][CH:10]=3)[N:5]=2)=[CH:13][CH:14]=1 |f:2.3|. Reactants: CC(C)CC(C(=O)Nc1ccn(C)n1)N1CC(Oc2cccc(CC(C)(C)O)c2)=CC1=O, CC#N, CCN(C(C)C)C(C)C, CC(C)CC(N)C(=O)Nc1cnccn1. The product is CC(C)CC(C(=O)Nc1cnccn1)N1CC(Oc2cccc(CC(C)(C)O)c2)=CC1=O. As a reaction SMILES: [CH3:16][n:17]1[cH:18][cH:19][c:20]([NH:21][C:22](=[O:23])[CH:24]([N:25]2[C:30](=[O:46])[CH:31]=[C:32]([O:34][c:35]3[cH:36][c:37]([CH2:41][C:42]([CH3:43])([CH3:44])[OH:45])[cH:38][cH:39][cH:40]3)[CH2:33]2)[CH2:26][CH:27]([CH3:28])[CH3:29])[n:47]1.[CH3:57][C:58]#[N:59].[CH:48]([N:49]([CH2:50][CH3:51])[CH:52]([CH3:53])[CH3:54])([CH3:55])[CH3:56].[n:1]1[c:2]([NH:7][C:8]([CH:9]([CH2:10][CH:11]([CH3:12])[CH3:13])[NH2:14])=[O:15])[cH:3][n:4][cH:5][cH:6]1>>[n:1]1[c:2]([NH:7][C:8]([CH:9]([CH2:10][CH:11]([CH3:12])[CH3:13])[N:14]2[C:30](=[O:46])[CH:31]=[C:32]([O:34][c:35]3[cH:36][c:37]([CH2:41][C:42]([CH3:43])([CH3:44])[OH:45])[cH:38][cH:39][cH:40]3)[CH2:33]2)=[O:15])[cH:3][n:4][cH:5][cH:6]1. Reactants: C(CCC)N=C=O (n-butyl isocyanate), O (water), Cl.C(CCC)NN (n-butylhydrazine hydrochloride), [OH-].[K+] (potassium hydroxide). Run in O1CCCC1 (tetrahydrofuran), O1CCCC1 (tetrahydrofuran). Product: C(CCC)NC(=O)N(N)CCCC (N,1-dibutylhydrazinecarboxamide). Isolated yield 53.4%. Reaction SMILES: O.Cl.[CH2:3]([NH:7][NH2:8])[CH2:4][CH2:5][CH3:6].[OH-].[K+].[CH2:11]([N:15]=[C:16]=[O:17])[CH2:12][CH2:13][CH3:14]>O1CCCC1>[CH2:11]([NH:15][C:16]([N:7]([CH2:3][CH2:4][CH2:5][CH3:6])[NH2:8])=[O:17])[CH2:12][CH2:13][CH3:14] |f:1.2,3.4|. Reported procedure: To a cooled (water bath), stirred mixture of 2.42 g n-butylhydrazine hydrochloride in 15 mL tetrahydrofuran was added 1.7 g powdered potassium hydroxide. The resulting mixture was stirred and maintained under a nitrogen atmosphere as n-butyl isocyanate (1.49 g, 0.015 moles) in 30 mL tetrahydrofuran was added dropwise. After addition, the solution was stirred overnight at ambient temperature. Work up as in Example 5 above yielded 1.5 g N,1-dibutylhydrazinecarboxamide b.p. 135°-6° C. at 0.08 torr,... The reactants are CCCCO, O=S(=O)(Nc1cccc(-c2nc(N3CCCC3)sc2-c2ccnc(Cl)n2)c1)c1c(F)cccc1F, CS(=O)(=O)NC1CCC(N)CC1. Product: CS(=O)(=O)NC1CCC(Nc2nccc(-c3sc(N4CCCC4)nc3-c3cccc(NS(=O)(=O)c4c(F)cccc4F)c3)n2)CC1. Reaction SMILES: [CH2:48]([OH:49])[CH2:50][CH2:51][CH3:52].[Cl:1][c:2]1[n:3][cH:4][cH:5][c:6](-[c:8]2[c:9](-[c:18]3[cH:19][c:20]([NH:24][S:25](=[O:26])(=[O:27])[c:28]4[c:29]([F:35])[cH:30][cH:31][cH:32][c:33]4[F:34])[cH:21][cH:22][cH:23]3)[n:10][c:11]([N:13]3[CH2:14][CH2:15][CH2:16][CH2:17]3)[s:12]2)[n:7]1.[NH2:36][CH:37]1[CH2:38][CH2:39][CH:40]([NH:43][S:44](=[O:45])(=[O:46])[CH3:47])[CH2:41][CH2:42]1>>[c:2]1([NH:36][CH:37]2[CH2:38][CH2:39][CH:40]([NH:43][S:44](=[O:45])(=[O:46])[CH3:47])[CH2:41][CH2:42]2)[n:3][cH:4][cH:5][c:6](-[c:8]2[c:9](-[c:18]3[cH:19][c:20]([NH:24][S:25](=[O:26])(=[O:27])[c:28]4[c:29]([F:35])[cH:30][cH:31][cH:32][c:33]4[F:34])[cH:21][cH:22][cH:23]3)[n:10][c:11]([N:13]3[CH2:14][CH2:15][CH2:16][CH2:17]3)[s:12]2)[n:7]1.